From a dataset of the Open Reaction Database (ORD), a public repository of structured organic reaction records. describe an organic reaction: reactants, conditions, products, and yield Reactants: C1CCOC1, COC(=O)c1ccc2cc(C#N)ccc2c1, ClCCl, [Li+], [OH-], O. The product is N#Cc1ccc2cc(C(=O)O)ccc2c1. RXN SMILES: [CH2:19]1[O:20][CH2:21][CH2:22][CH2:23]1.[CH3:1][O:2][C:3](=[O:4])[c:5]1[cH:6][c:7]2[cH:8][cH:9][c:10]([C:15]#[N:16])[cH:11][c:12]2[cH:13][cH:14]1.[Cl:25][CH2:26][Cl:27].[Li+:18].[OH-:17].[OH2:24]>>[O:2]=[C:3]([OH:4])[c:5]1[cH:6][c:7]2[cH:8][cH:9][c:10]([C:15]#[N:16])[cH:11][c:12]2[cH:13][cH:14]1. The reactants are COC(=O)C1CCC(O)(c2ncc(-c3cc(COS(C)(=O)=O)cc(Nc4nccc(C(F)(F)F)n4)c3)s2)CC1(C)C, CN1CCCC1=O, [N-]=[N+]=[N-], [Na+]. Yields the product COC(=O)C1CCC(O)(c2ncc(-c3cc(CN=[N+]=[N-])cc(Nc4nccc(C(F)(F)F)n4)c3)s2)CC1(C)C. RXN SMILES: [CH3:1][O:2][C:3](=[O:4])[CH:5]1[C:6]([CH3:40])([CH3:41])[CH2:7][C:8]([c:11]2[s:12][c:13](-[c:16]3[cH:17][c:18]([CH2:33][O:34][S:35]([CH3:36])(=[O:37])=[O:38])[cH:19][c:20]([NH:22][c:23]4[n:24][cH:25][cH:26][c:27]([C:29]([F:30])([F:31])[F:32])[n:28]4)[cH:21]3)[cH:14][n:15]2)([OH:39])[CH2:9][CH2:10]1.[CH3:46][N:47]1[CH2:48][CH2:49][CH2:50][C:51]1=[O:52].[N-:43]=[N+:44]=[N-:45].[Na+:42]>>[CH3:1][O:2][C:3](=[O:4])[CH:5]1[C:6]([CH3:40])([CH3:41])[CH2:7][C:8]([c:11]2[s:12][c:13](-[c:16]3[cH:17][c:18]([CH2:33][N:43]=[N+:44]=[N-:45])[cH:19][c:20]([NH:22][c:23]4[n:24][cH:25][cH:26][c:27]([C:29]([F:30])([F:31])[F:32])[n:28]4)[cH:21]3)[cH:14][n:15]2)([OH:39])[CH2:9][CH2:10]1. Reactants: compound [ 4-6 ], ClC1=C(CCl)C=CC=C1Cl (2,3-dichlorobenzyl chloride), C(C1=CC=CC=C1)N1C=CC2=CC=C(C=C12)CC(=O)O (2-(1-benzyl-1H-indole-6-yl)acetic acid). Product: ClC1=C(CN2C=CC3=CC=C(C=C23)CC(=O)O)C=CC=C1Cl (2-[1-(2,3-dichlorobenzyl)-1H-indole-6-yl]acetic acid), C(C1=CC=CC=C1)N1C=CC2=CC=C(C=C12)CC(=O)O (2-(1-benzyl-1H-indole-6-yl)acetic acid). RXN SMILES: [Cl:1][C:2]1[C:9]([Cl:10])=[CH:8][CH:7]=[CH:6][C:3]=1[CH2:4]Cl.[CH2:11]([N:18]1[C:26]2[C:21](=[CH:22][CH:23]=[C:24]([CH2:27][C:28]([OH:30])=[O:29])[CH:25]=2)[CH:20]=[CH:19]1)[C:12]1[CH:17]=[CH:16][CH:15]=[CH:14][CH:13]=1>>[Cl:1][C:2]1[C:9]([Cl:10])=[CH:8][CH:7]=[CH:6][C:3]=1[CH2:4][N:18]1[C:26]2[C:21](=[CH:22][CH:23]=[C:24]([CH2:27][C:28]([OH:30])=[O:29])[CH:25]=2)[CH:20]=[CH:19]1.[CH2:11]([N:18]1[C:26]2[C:21](=[CH:22][CH:23]=[C:24]([CH2:27][C:28]([OH:30])=[O:29])[CH:25]=2)[CH:20]=[CH:19]1)[C:12]1[CH:13]=[CH:14][CH:15]=[CH:16][CH:17]=1. Reported procedure: The titled compound (13 mg) as a white solid was prepared from the compound [4-6] obtained in the process (6) of Example 4 (100 mg) and 2,3-dichlorobenzyl chloride according to the method of the process (7) of Example 4. Reactants: Cl.S1C(=NC2=C1C=CC=C2)N2CCC(CC2)CN (1-(BENZOTHIAZOL-2-YL)-4-AMINOMETHYLPIPERIDINE HYDROCHLORIDE). Solvent: [OH-].[Na+] (caustic soda). Product: S1C(=NC2=C1C=CC=C2)N2CCC(CC2)CN (1-(BENZOTHIAZOL-2-YL)-4-AMINOMETHYLPIPERIDINE). RXN SMILES: Cl.[S:2]1[C:6]2[CH:7]=[CH:8][CH:9]=[CH:10][C:5]=2[N:4]=[C:3]1[N:11]1[CH2:16][CH2:15][CH:14]([CH2:17][NH2:18])[CH2:13][CH2:12]1>[OH-].[Na+]>[S:2]1[C:6]2[CH:7]=[CH:8][CH:9]=[CH:10][C:5]=2[N:4]=[C:3]1[N:11]1[CH2:12][CH2:13][CH:14]([CH2:17][NH2:18])[CH2:15][CH2:16]1 |f:0.1,2.3|. Procedure: The compound of Example 1 is taken up in 1N caustic soda. The expected product is then obtained after extraction with dichloromethane. After drying, the organic phase is filtered and evaporated. The oil thus obtained is taken up in boiling hexane. After cooling, the product crystallizes. Starting materials: CC([C@@H](C(=O)C=1N(C=CN1)C)NC([C@H](CCCC)CN(C=O)OCC1=CC=CC=C1)=O)(C)C (2(R)-[(N-benzyloxy-N-formylamino)-methyl]-hexanoic acid-[2,2-dimethyl-1(S)-(1-methyl-1H-imidazole-2-carbonyl)-propyl]-amide). The reagents and catalysts are [Pd] (Pd/C). Solvent: CO (methanol), C(C)(=O)OCC (ethyl acetate). Reaction conditions: time 2 hour. The product is CC([C@@H](C(=O)C=1N(C=CN1)C)NC([C@H](CCCC)CN(O)C=O)=O)(C)C (2(R)-[(N-Formyl-N-hydroxyamino)methyl]-hexanoic Acid-[2,2-dimethyl-1(S)-(1-methyl-1H-imidazole-2-carbonyl)-propyl]-amide). Isolated yield 70.0%. RXN SMILES: [CH3:1][C:2]([CH3:33])([CH3:32])[C@H:3]([NH:12][C:13](=[O:31])[C@@H:14]([CH2:19][N:20]([O:23]CC1C=CC=CC=1)[CH:21]=[O:22])[CH2:15][CH2:16][CH2:17][CH3:18])[C:4]([C:6]1[N:7]([CH3:11])[CH:8]=[CH:9][N:10]=1)=[O:5]>CO.C(OCC)(=O)C.[Pd]>[CH3:32][C:2]([CH3:1])([CH3:33])[C@H:3]([NH:12][C:13](=[O:31])[C@@H:14]([CH2:19][N:20]([CH:21]=[O:22])[OH:23])[CH2:15][CH2:16][CH2:17][CH3:18])[C:4]([C:6]1[N:7]([CH3:11])[CH:8]=[CH:9][N:10]=1)=[O:5]. Procedure details: To a solution of 2(R)-[(N-benzyloxy-N-formylamino)-methyl]-hexanoic acid-[2,2-dimethyl-1(S)-(1-methyl-1H-imidazole-2-carbonyl)-propyl]-amide. (76 mg, 0.17 mmol) in methanol (2 mL) was added a slurry of 10% Pd/C (10 mg) in ethyl acetate (1 mL). Hydrogen gas was bubbled through the reaction for 15 minutes after which time the reaction was allowed to stir under one atmosphere of hydrogen for 2 hours. The reaction was flushed with argon and filtered through glass wool. The solvents were removed in v... The reactants are [OH-].[Na+] (NaOH), [Na+].[Cl-] (NaCl), P12(=S)SP3(=S)SP(=S)(S1)SP(=S)(S2)S3 (Phosphorus pentasulfide), C(C)(C)(C)C1=CC=C(CN2C(N(C3=C2C=CC=C3)CC3=CC=C(C=C3)NS(=O)(=O)C)=O)C=C1 (N-{4-[3-(4-tert-Butyl-benzyl)-2-oxo-2,3-dihydrobenzoimidazol-1-ylmethyl]-phenyl}methanesulfonamide). Solvent: O (water), C1(=CC=C(C=C1)C)C (para-xylene), O (water). Reaction conditions: time 30 minute. Product: C(C)(C)(C)C1=CC=C(CN2C(N(C3=C2C=CC=C3)CC3=CC=C(C=C3)NS(=O)(=O)C)=S)C=C1 (N-{4-[3-(4-tert-butylbenzyl)-2-thioxo-2,3-dihydrobenzoimidazol-1-ylmethyl]phenyl}methanesulfonamide). The yield is 40.5%. Reaction SMILES: P12(SP3(SP(SP(S3)(S1)=S)(=S)S2)=S)=[S:2].[C:15]([C:19]1[CH:47]=[CH:46][C:22]([CH2:23][N:24]2[C:28]3[CH:29]=[CH:30][CH:31]=[CH:32][C:27]=3[N:26]([CH2:33][C:34]3[CH:39]=[CH:38][C:37]([NH:40][S:41]([CH3:44])(=[O:43])=[O:42])=[CH:36][CH:35]=3)[C:25]2=O)=[CH:21][CH:20]=1)([CH3:18])([CH3:17])[CH3:16].[OH-].[Na+].[Na+].[Cl-]>C1(C)C=CC(C)=CC=1.O>[C:15]([C:19]1[CH:47]=[CH:46][C:22]([CH2:23][N:24]2[C:28]3[CH:29]=[CH:30][CH:31]=[CH:32][C:27]=3[N:26]([CH2:33][C:34]3[CH:39]=[CH:38][C:37]([NH:40][S:41]([CH3:44])(=[O:43])=[O:42])=[CH:36][CH:35]=3)[C:25]2=[S:2])=[CH:21][CH:20]=1)([CH3:18])([CH3:17])[CH3:16] |f:2.3,4.5|. Procedure: Phosphorus pentasulfide (300 mg, 0.67 mmol) was added to a suspension of N-{4-[3-(4-tert-butylbenzyl)-2-oxo-2,3-dihydrobenzimidazol-1-ylmethyl]phenyl}methanesulfonamide (6) (235 mg, 0.51 mmol) in para-xylene (20 mL) under a blanket of argon. The reaction mixture was heated to the boil over a period of 5 h. Following cooling, there was added to the reaction mixture water (1 mL) followed by 2N NaOH solution in water (10 mL), and the mixture was stirred at RT for 30 min. To the reaction mixture the... The reactants are [Al+3], CCc1cccc2cc3n(c12)C(C)CNC3=O, [H-], [H-], [H-], [H-], [Li+], C1CCOC1. Yields the product CCc1cccc2cc3n(c12)C(C)CNC3. Reaction SMILES: [Al+3:2].[CH2:7]([CH3:8])[c:9]1[cH:10][cH:11][cH:12][c:13]2[cH:14][c:15]3[n:16]([c:17]12)[CH:18]([CH3:23])[CH2:19][NH:20][C:21]3=[O:22].[H-:1].[H-:4].[H-:5].[H-:6].[Li+:3].[O:24]1[CH2:25][CH2:26][CH2:27][CH2:28]1>>[CH2:7]([CH3:8])[c:9]1[cH:10][cH:11][cH:12][c:13]2[cH:14][c:15]3[n:16]([c:17]12)[CH:18]([CH3:23])[CH2:19][NH:20][CH2:21]3.